Dataset: the Open Reaction Database (ORD), a public repository of structured organic reaction records. Task: describe an organic reaction: reactants, conditions, products, and yield Reactants: CC(=CC(=O)O)CCC=C(CCC=C(CCC=C(CCC=C(C)C)C)C)C (3,7,11,15,19-pentamethyl-2,6,10,14,18-eicosapentaenoic acid), C(O)CN (ethanolamine). Product: CC(=CC(=O)NCCO)CCC=C(CCC=C(CCC=C(CCC=C(C)C)C)C)C (N-(3,7,11,15,19-Pentamethyl-2,6,10,14,18-eicosapentaenoyl)-ethanolamine). The yield is 93.0%. Reaction SMILES: [CH3:1][C:2]([CH2:7][CH2:8][CH:9]=[C:10]([CH3:27])[CH2:11][CH2:12][CH:13]=[C:14]([CH3:26])[CH2:15][CH2:16][CH:17]=[C:18]([CH3:25])[CH2:19][CH2:20][CH:21]=[C:22]([CH3:24])[CH3:23])=[CH:3][C:4]([OH:6])=O.[CH2:28]([CH2:30][NH2:31])[OH:29]>>[CH3:1][C:2]([CH2:7][CH2:8][CH:9]=[C:10]([CH3:27])[CH2:11][CH2:12][CH:13]=[C:14]([CH3:26])[CH2:15][CH2:16][CH:17]=[C:18]([CH3:25])[CH2:19][CH2:20][CH:21]=[C:22]([CH3:24])[CH3:23])=[CH:3][C:4]([NH:31][CH2:30][CH2:28][OH:29])=[O:6]. Procedure: The procedure of Example 1 was repeated except that 7.4 g of 3,7,11,15,19-pentamethyl-2,6,10,14,18-eicosapentaenoic acid and 1.8 ml of ethanolamine were used as starting materials. 7.7 g (yield 93%) of the title compound as a colorless oil was obtained. Reactants: N#Cc1cc(CBr)cc(C(F)(F)F)c1, CCC1CC(Nc2ncc(N3CCOCC3)cn2)c2cc(C(F)(F)F)ccc2N1C(=O)OCC(=O)OC(C)(C)C, CCCC[N+](CCCC)(CCCC)CCCC, CC(C)(C)[O-], COC(C)(C)C, CCOC(C)=O, Cl, [I-], [K+]. Yields the product CCC1CC(N(Cc2cc(C#N)cc(C(F)(F)F)c2)c2ncc(N3CCOCC3)cn2)c2cc(C(F)(F)F)ccc2N1C(=O)OCC(=O)OC(C)(C)C. Reaction SMILES: [Br:47][CH2:48][c:49]1[cH:50][c:51]([C:52]#[N:53])[cH:54][c:55]([C:57]([F:58])([F:59])[F:60])[cH:56]1.[C:1]([CH3:2])([CH3:3])([CH3:4])[O:5][C:6](=[O:7])[CH2:8][O:9][C:10](=[O:11])[N:12]1[CH:13]([CH2:39][CH3:40])[CH2:14][CH:15]([NH:26][c:27]2[n:28][cH:29][c:30]([N:33]3[CH2:34][CH2:35][O:36][CH2:37][CH2:38]3)[cH:31][n:32]2)[c:16]2[cH:17][c:18]([C:22]([F:23])([F:24])[F:25])[cH:19][cH:20][c:21]21.[CH2:69]([N+:70]([CH2:71][CH2:72][CH2:73][CH3:74])([CH2:75][CH2:76][CH2:77][CH3:78])[CH2:79][CH2:80][CH2:81][CH3:82])[CH2:83][CH2:84][CH3:85].[CH3:41][C:42]([CH3:43])([O-:44])[CH3:45].[CH3:62][O:63][C:64]([CH3:65])([CH3:66])[CH3:67].[CH3:86][CH2:87][O:88][C:89](=[O:90])[CH3:91].[ClH:61].[I-:68].[K+:46]>>[C:1]([CH3:2])([CH3:3])([CH3:4])[O:5][C:6](=[O:7])[CH2:8][O:9][C:10](=[O:11])[N:12]1[CH:13]([CH2:39][CH3:40])[CH2:14][CH:15]([N:26]([c:27]2[n:28][cH:29][c:30]([N:33]3[CH2:34][CH2:35][O:36][CH2:37][CH2:38]3)[cH:31][n:32]2)[CH2:48][c:49]2[cH:50][c:51]([C:52]#[N:53])[cH:54][c:55]([C:57]([F:58])([F:59])[F:60])[cH:56]2)[c:16]2[cH:17][c:18]([C:22]([F:23])([F:24])[F:25])[cH:19][cH:20][c:21]21. The reactants are CC#N, CCOC(C)=O, CCOC(=O)Cl, ClCCl, CC(NCC#N)c1ccccc1[N+](=O)[O-], [Na+], O=C([O-])O. The product is CCOC(=O)N(CC#N)C(C)c1ccccc1[N+](=O)[O-]. RXN SMILES: [CH3:1][C:2]#[N:3].[CH3:30][CH2:31][O:32][C:33]([CH3:34])=[O:35].[Cl:24][C:25](=[O:26])[O:27][CH2:28][CH3:29].[Cl:36][CH2:37][Cl:38].[N+:4](=[O:5])([O-:6])[c:7]1[c:8]([CH:13]([CH3:14])[NH:15][CH2:16][C:17]#[N:18])[cH:9][cH:10][cH:11][cH:12]1.[Na+:23].[O-:19][C:20]([OH:21])=[O:22]>>[N+:4](=[O:5])([O-:6])[c:7]1[c:8]([CH:13]([CH3:14])[N:15]([CH2:16][C:17]#[N:18])[C:25](=[O:26])[O:27][CH2:28][CH3:29])[cH:9][cH:10][cH:11][cH:12]1. Starting materials: O=O (oxygen), N(=O)[O-].[Na+] (sodium nitrite), CC1(CCCC(N1[O])(C)C)C (TEMPO), CC(=O)O[Na] (CH3CO2Na), FC(CO)(C(OC(C(C(OC(F)(F)F)(F)F)(F)F)(F)F)F)F (2,2,3-trifluoro-3-(1,1,2,2,3,3-hexafluoro-3-trifluoromethoxy-propoxy)-propan-1-ol), O=O (oxygen). Solvent: C(C)(=O)O (acetic acid). Reaction conditions: temperature 60 celsius, time 16 hour. Yields the product FC(C(=O)O)(C(OC(C(C(OC(F)(F)F)(F)F)(F)F)(F)F)F)F (2,2,3-Trifluoro-3-(1,1,2,2,3,3-hexafluoro-3-trifluoromethoxy-propoxy)-propionic acid). The yield is 81.2%. Reaction SMILES: N([O-])=O.[Na+].CC1(C)N([O])C(C)(C)CCC1.CC(O[Na])=[O:18].[F:21][C:22]([F:42])([CH:25]([F:41])[O:26][C:27]([F:40])([F:39])[C:28]([F:38])([F:37])[C:29]([F:36])([F:35])[O:30][C:31]([F:34])([F:33])[F:32])[CH2:23][OH:24].O=O>C(O)(=O)C>[F:21][C:22]([F:42])([CH:25]([F:41])[O:26][C:27]([F:40])([F:39])[C:28]([F:37])([F:38])[C:29]([F:35])([F:36])[O:30][C:31]([F:32])([F:33])[F:34])[C:23]([OH:18])=[O:24] |f:0.1,^1:8|. Procedure: 150 mL of acetic acid, 0.91 g sodium nitrite, TEMPO (0.68 g), CH3CO2Na (3.78 g) and 20 g of 2,2,3-trifluoro-3-(1,1,2,2,3,3-hexafluoro-3-trifluoromethoxy-propoxy)-propan-1-ol were placed in a 500 mL glass flask equipped with a reflux condenser, a stirrer and a balloon filled with oxygen which was released into the flask by opening a valve such that the reaction was carried out in an oxygen atmosphere. The mixture was stirred 16 hr at 60° C. Then the mixture was acidified and extracted by diethyl ... Reactants: C(C)(C)C1CCNCC1 (4-isopropylpiperidine), BrCCN1C(C=2C(C1=O)=CC=CC2)=O (N-(2-bromoethyl)phthalimide), C([O-])([O-])=O.[K+].[K+] (potassium carbonate). Run in C(C)#N (acetonitrile). Conditions: time 8 hour. Yields the product C(C)(C)C1CCN(CC1)CCN1C(C2=CC=CC=C2C1=O)=O (2-[2-(4-Isopropyl-1-piperidinyl)ethyl]-1H-isoindole-1,3(2H)-dione). Isolated yield 54.4%. RXN SMILES: [CH:1]([CH:4]1[CH2:9][CH2:8][NH:7][CH2:6][CH2:5]1)([CH3:3])[CH3:2].Br[CH2:11][CH2:12][N:13]1[C:17](=[O:18])[C:16]2=[CH:19][CH:20]=[CH:21][CH:22]=[C:15]2[C:14]1=[O:23].C(=O)([O-])[O-].[K+].[K+]>C(#N)C>[CH:1]([CH:4]1[CH2:9][CH2:8][N:7]([CH2:11][CH2:12][N:13]2[C:14](=[O:23])[C:15]3[C:16](=[CH:19][CH:20]=[CH:21][CH:22]=3)[C:17]2=[O:18])[CH2:6][CH2:5]1)([CH3:3])[CH3:2] |f:2.3.4|. Procedure details: A solution of 4-isopropylpiperidine (3.3 g, 20.2 mmol), N-(2-bromoethyl)phthalimide (5.4 g, 21.3 mmol), potassium carbonate (5.9 g, 45.4 mmol) and acetonitrile (100 ml) and was heated under reflux for 2.5 hours then stirred at room temperature overnight. The solvent was removed under reduced pressure and the residue partitioned between ethyl acetate (100 ml) and water (100 ml). The organic layer was separated and the aqueous layer extracted with further ethyl acetate (100 ml). The combined organ... Conditions: time 8 minute. Procedure: A solution of 5.3 g (0.014 mole) of N-carbobenzyloxy-4-[(4-chlorophenyl)methylene]-L-proline in 150 ml of ethanol is treated with 0.45 g of platinum dioxide and shaken on a Parr hydrogenator at a starting pressure of 15 lbs. (bottle gauge). The uptake of hydrogen is carefully monitored and whenever the pressure falls to 5 lbs the bottle is replenished with hydrogen to 15 lbs. A noticeable slowing down of the rate of hydrogen uptake is observed after eight minutes and the hydrogenation is interru... Starting materials: [H][H] (hydrogen), [H][H] (hydrogen), [H][H] (hydrogen), C(=O)(OCC1=CC=CC=C1)N1[C@H](C(=O)O)CC(C1)=CC1=CC=C(C=C1)Cl (N-carbobenzyloxy-4-[(4-chlorophenyl)methylene]-L-proline), [H][H] (hydrogen). The yield is 87.9%. Run in C(C)O (ethanol). Reagents/catalysts: [Pt](=O)=O (platinum dioxide). Product: C(=O)(OCC1=CC=CC=C1)N1[C@H](C(=O)O)C[C@@H](C1)CC1=CC=C(C=C1)Cl (N-carbobenzyloxy-cis-4-[(4-chlorophenyl)methyl]-L-proline). As a reaction SMILES: [C:1]([N:11]1[CH2:18][C:17](=[CH:19][C:20]2[CH:25]=[CH:24][C:23]([Cl:26])=[CH:22][CH:21]=2)[CH2:16][C@H:12]1[C:13]([OH:15])=[O:14])([O:3][CH2:4][C:5]1[CH:10]=[CH:9][CH:8]=[CH:7][CH:6]=1)=[O:2].[H][H]>C(O)C.[Pt](=O)=O>[C:1]([N:11]1[CH2:18][C@@H:17]([CH2:19][C:20]2[CH:25]=[CH:24][C:23]([Cl:26])=[CH:22][CH:21]=2)[CH2:16][C@H:12]1[C:13]([OH:15])=[O:14])([O:3][CH2:4][C:5]1[CH:6]=[CH:7][CH:8]=[CH:9][CH:10]=1)=[O:2]. Product: COc1ccc(Br)c(C(=O)N2CCN(C(=O)CNC(=O)c3ccc(OCc4ccccc4)cc3)CC2)c1. The reactants are COc1ccc(Br)c(C(=O)O)c1, O=C(NCC(=O)N1CCNCC1)c1ccc(OCc2ccccc2)cc1, CCN=C=NCCCN(C)C, CCN(C(C)C)C(C)C, Cl, CN(C)C=O, O, On1nnc2ccccc21. RXN SMILES: [Br:1][c:2]1[c:3]([C:4](=[O:5])[OH:6])[cH:7][c:8]([O:11][CH3:12])[cH:9][cH:10]1.[CH2:13]([c:14]1[cH:15][cH:16][cH:17][cH:18][cH:19]1)[O:20][c:21]1[cH:22][cH:23][c:24]([C:25](=[O:26])[NH:27][CH2:28][C:29]([N:30]2[CH2:31][CH2:32][NH:33][CH2:34][CH2:35]2)=[O:36])[cH:37][cH:38]1.[CH3:39][CH2:40][N:41]=[C:42]=[N:43][CH2:44][CH2:45][CH2:46][N:47]([CH3:48])[CH3:49].[CH:61]([N:62]([CH2:63][CH3:64])[CH:65]([CH3:66])[CH3:67])([CH3:68])[CH3:69].[ClH:50].[O:70]=[CH:71][N:72]([CH3:73])[CH3:74].[OH2:75].[OH:51][n:52]1[c:53]2[c:54]([cH:55][cH:56][cH:57][cH:58]2)[n:59][n:60]1>>[Br:1][c:2]1[c:3]([C:4](=[O:6])[N:33]2[CH2:32][CH2:31][N:30]([C:29]([CH2:28][NH:27][C:25]([c:24]3[cH:23][cH:22][c:21]([O:20][CH2:13][c:14]4[cH:15][cH:16][cH:17][cH:18][cH:19]4)[cH:38][cH:37]3)=[O:26])=[O:36])[CH2:35][CH2:34]2)[cH:7][c:8]([O:11][CH3:12])[cH:9][cH:10]1. Starting materials: [F-].C(CCC)[N+](CCCC)(CCCC)CCCC (tetrabutylammonium fluoride), C(C1=CC=CC=C1)OC(=O)N1CCC(CC1)C=1NC(=C(N1)C1=CC2=C(OCO2)C=C1)C1=NC(=CC=C1)Br (4-[4-benzo[1,3]dioxol-5-yl-5-(6-bromo-pyridin-2-yl)-1H-imidazol-2-yl]-piperidine-1-carboxylic acid benzyl ester), BrC1CCCC(N1)C=O (6-bromo-piperidine-2-carbaldehyde), C[Si](C)(C)C#C (trimethylsilylacetylene). Reagents/catalysts: Cl[Pd]([P](C1=CC=CC=C1)(C2=CC=CC=C2)C3=CC=CC=C3)([P](C4=CC=CC=C4)(C5=CC=CC=C5)C6=CC=CC=C6)Cl (PdCl2(PPh3)2), [Cu]I (CuI). Solvent: C(C)OCC (Diethyl ether), CN(C)C=O (DMF), C(C)N(CC)CC (triethylamine), C1CCOC1 (THF). Conditions: time 4 hour. Product: C(C1=CC=CC=C1)OC(=O)N1CCC(CC1)C=1NC(=C(N1)C1=CC2=C(OCO2)C=C1)C1=NC(=CC=C1)CC (4-[4-Benzo[1,3]dioxol-5-yl-5-(6-ethyl-pyridin-2-yl)-1H-imidazol-2-yl]-piperidine-1-carboxylic acid benzyl ester). Yield: 3.0%. RXN SMILES: [CH2:1]([O:8][C:9]([N:11]1[CH2:16][CH2:15][CH:14]([C:17]2[NH:18][C:19]([C:31]3[CH:36]=[CH:35][CH:34]=[C:33](Br)[N:32]=3)=[C:20]([C:22]3[CH:30]=[CH:29][C:25]4[O:26][CH2:27][O:28][C:24]=4[CH:23]=3)[N:21]=2)[CH2:13][CH2:12]1)=[O:10])[C:2]1[CH:7]=[CH:6][CH:5]=[CH:4][CH:3]=1.Br[CH:39]1NC(C=O)CC[CH2:40]1.C[Si](C#C)(C)C.[F-].C([N+](CCCC)(CCCC)CCCC)CCC>CN(C=O)C.C1COCC1.Cl[Pd](Cl)([P](C1C=CC=CC=1)(C1C=CC=CC=1)C1C=CC=CC=1)[P](C1C=CC=CC=1)(C1C=CC=CC=1)C1C=CC=CC=1.[Cu]I.C(OCC)C.C(N(CC)CC)C>[CH2:1]([O:8][C:9]([N:11]1[CH2:16][CH2:15][CH:14]([C:17]2[NH:18][C:19]([C:31]3[CH:36]=[CH:35][CH:34]=[C:33]([CH2:39][CH3:40])[N:32]=3)=[C:20]([C:22]3[CH:30]=[CH:29][C:25]4[O:26][CH2:27][O:28][C:24]=4[CH:23]=3)[N:21]=2)[CH2:13][CH2:12]1)=[O:10])[C:2]1[CH:7]=[CH:6][CH:5]=[CH:4][CH:3]=1 |f:3.4,^1:83,102|. Procedure details: To a solution of 4-[4-benzo[1,3]dioxol-5-yl-5-(6-bromo-pyridin-2-yl)-1H-imidazol-2-yl]-piperidine-1-carboxylic acid benzyl ester (prepared in accordance with Scheme 1b with 6-bromo-piperidine-2-carbaldehyde as the starting material; 100 mg, 0.18 mmol) in DMF (1 mL) and triethylamine (2 mL) under nitrogen, was added PdCl2(PPh3)2 (2 mg, 0.005 mmol) and CuI (2 mg, 0.01 mmol), then followed with trimethylsilylacetylene (30 uL, 0.20 mmol). The mixture was stirred at room temperature for 4 hours until... Starting materials: Brc1ccnc(Br)c1, O=Cc1ccc(B(O)O)cc1. Product: O=Cc1ccc(-c2cc(Br)ccn2)cc1. As a reaction SMILES: [Br:12][c:13]1[n:14][cH:15][cH:16][c:17]([Br:19])[cH:18]1.[CH:1](=[O:2])[c:3]1[cH:4][cH:5][c:6]([B:9]([OH:10])[OH:11])[cH:7][cH:8]1>>[CH:1](=[O:2])[c:3]1[cH:4][cH:5][c:6](-[c:13]2[n:14][cH:15][cH:16][c:17]([Br:19])[cH:18]2)[cH:7][cH:8]1.